This data is from the Open Reaction Database (ORD), a public repository of structured organic reaction records. The task is: describe an organic reaction: reactants, conditions, products, and yield Reactants: Cl (hydrochloric acid), COC1=CC(NC1)=O (4-methoxy-3-pyrrolin-2-one), C(C)OC(CBr)=O (bromoacetic acid ethyl ester), [H-].[Na+] (sodium hydride). Solvent: CN(C=O)C (dimethylformamide). The product is C(C)OC(CN1C(C=C(C1)OC)=O)=O (4-methoxy-3-pyrrolin-2-on-1-yl acetic acid ethyl ester). RXN SMILES: [CH3:1][O:2][C:3]1[CH2:7][NH:6][C:5](=[O:8])[CH:4]=1.[CH2:9]([O:11][C:12](=[O:15])[CH2:13]Br)[CH3:10].[H-].[Na+].Cl>CN(C)C=O>[CH2:9]([O:11][C:12](=[O:15])[CH2:13][N:6]1[CH2:7][C:3]([O:2][CH3:1])=[CH:4][C:5]1=[O:8])[CH3:10] |f:2.3|. Procedure details: 4.27 g of 4-methoxy-3-pyrrolin-2-one and 8.30 g of bromoacetic acid ethyl ester were dissolved in 50 ml of dimethylformamide and mixed with 1.41 g of sodium hydride at 0° C., within 20 minutes, in 3 portions, with vigorous stirring and under argon. After 90minutes of reaction time at 0° C., it was neutralized with dilute hydrochloric acid, and the solvent was evaporated off in a vacuum. The residue was taken up in 50 ml of ice water and twice extracted with 50 ml each of methylene chloride. The ... Starting materials: Cc1nc(O)c2c(n1)C(C)(c1ccccc1)CCC2, O=P(Cl)(Cl)Cl. The product is Cc1nc(Cl)c2c(n1)C(C)(c1ccccc1)CCC2. As a reaction SMILES: [CH3:1][c:2]1[n:3][c:4]2[c:9]([c:10]([OH:12])[n:11]1)[CH2:8][CH2:7][CH2:6][C:5]2([c:13]1[cH:14][cH:15][cH:16][cH:17][cH:18]1)[CH3:19].[P:20]([Cl:21])([Cl:22])([Cl:23])=[O:24]>>[CH3:1][c:2]1[n:3][c:4]2[c:9]([c:10]([Cl:22])[n:11]1)[CH2:8][CH2:7][CH2:6][C:5]2([c:13]1[cH:14][cH:15][cH:16][cH:17][cH:18]1)[CH3:19].